From a dataset of the Open Reaction Database (ORD), a public repository of structured organic reaction records. describe an organic reaction: reactants, conditions, products, and yield Starting materials: COC1=CC=C(C=CC#N)C=C1 (4-Methoxycinnamonitrile). The reagents and catalysts are [OH-].[OH-].[Pd+2] (palladium hydroxide on carbon). The solvent is C(C)O (ethanol). Yields the product COC1=CC=C(C=C1)CCC#N (3-(4-methoxyphenyl)propionitrile). Reaction SMILES: [CH3:1][O:2][C:3]1[CH:12]=[CH:11][C:6]([CH:7]=[CH:8][C:9]#[N:10])=[CH:5][CH:4]=1>C(O)C.[OH-].[OH-].[Pd+2]>[CH3:1][O:2][C:3]1[CH:12]=[CH:11][C:6]([CH2:7][CH2:8][C:9]#[N:10])=[CH:5][CH:4]=1 |f:2.3.4|. Reported procedure: 4-Methoxycinnamonitrile was hydrogenated in ethanol with palladium hydroxide on carbon to give 3-(4-methoxyphenyl)propionitrile. A mixture of anhydrous cerium (III) chloride (1.99 g, 8.1 mmol) in dry THF (12 mL) was stirred for 3 hours at room temperature, cooled to -78° C., and treated with MeLi (5.8 mL, 8.1 mmol). After stirring for 1 hour at -78° C. the reaction mixture was treated with 3-(4-methoxyphenyl)propionitrile (0.45 g, 2.8 mmol). The reaction mixture was stirred for 5 hours at -78° C... Starting materials: CO, COC(=O)c1ccc(Cc2c[nH]c3ccc([N+](=O)[O-])cc23)c(OC)c1, Cl, [Li+], [OH-], O, O. Yields the product COc1cc(C(=O)O)ccc1Cc1c[nH]c2ccc([N+](=O)[O-])cc12. As a reaction SMILES: [CH3:31][OH:32].[CH3:4][O:5][c:6]1[cH:7][c:8]([C:9](=[O:10])[O:11][CH3:12])[cH:13][cH:14][c:15]1[CH2:16][c:17]1[cH:18][nH:19][c:20]2[cH:21][cH:22][c:23]([N+:26](=[O:27])[O-:28])[cH:24][c:25]12.[ClH:29].[Li+:3].[OH-:2].[OH2:1].[OH2:30]>>[CH3:4][O:5][c:6]1[cH:7][c:8]([C:9](=[O:10])[OH:11])[cH:13][cH:14][c:15]1[CH2:16][c:17]1[cH:18][nH:19][c:20]2[cH:21][cH:22][c:23]([N+:26](=[O:27])[O-:28])[cH:24][c:25]12. Starting materials: BrC1=C(C=CC2=CC(=CC=C12)C=1OC2=C(C1C(CCCC)=O)C=C(C=C2)Cl)OCC#N ([1-bromo-6-(5-chloro-3-pentanoyl-benzofuran-2-yl)-naphthalen-2-yloxy]-acetonitrile), [N-]=[N+]=[N-].[Na+] (sodium azide), [Cl-].[NH4+] (ammonium chloride). Solvent: CN(C)C=O (DMF). Reaction SMILES: [Br:1][C:2]1[C:11]2[C:6](=[CH:7][C:8]([C:12]3[O:13][C:14]4[CH:26]=[CH:25][C:24]([Cl:27])=[CH:23][C:15]=4[C:16]=3[C:17](=[O:22])[CH2:18][CH2:19][CH2:20][CH3:21])=[CH:9][CH:10]=2)[CH:5]=[CH:4][C:3]=1[O:28][CH2:29][C:30]#[N:31].[N-:32]=[N+:33]=[N-:34].[Na+].[Cl-].[NH4+]>CN(C=O)C>[Br:1][C:2]1[C:3]([O:28][CH2:29][C:30]2[NH:34][N:33]=[N:32][N:31]=2)=[CH:4][CH:5]=[C:6]2[C:11]=1[CH:10]=[CH:9][C:8]([C:12]1[O:13][C:14]3[CH:26]=[CH:25][C:24]([Cl:27])=[CH:23][C:15]=3[C:16]=1[C:17](=[O:22])[CH2:18][CH2:19][CH2:20][CH3:21])=[CH:7]2 |f:1.2,3.4|. Procedure: Following the procedure described in Step 6, of Example 1, the title compound was prepared from [1-bromo-6-(5-chloro-3-pentanoyl-benzofuran-2-yl)-naphthalen-2-yloxy]-acetonitrile (0.4 g, 0.8 mmol), sodium azide (0.325 g, 5 mmol) and ammonium chloride (0.268 g, 5 mmol) in DMF (20 mL). The compound was purified by flash chromatography on acid treated silica gel using 50% ethyl acetate in hexane as the mobile phase. The title compound was obtained as an off-white solid (0.32 g), mp 133-135° C. Mass... Yields the product BrC1=C2C=CC(=CC2=CC=C1OCC1=NN=NN1)C=1OC2=C(C1C(CCCC)=O)C=C(C=C2)Cl (1-{2-[5-Bromo-6-(1H-tetrazol-5-ylmethoxy)-naphthalen-2-yl]-5-chloro-benzofuran-3-yl}-pentan-1-one), solid. The product is CSCCc1nc(OCC(F)(F)F)c(C#N)c(N2CCc3ccccc3CC2)n1. The reactants are O=C([O-])[O-], CSCCc1nc(N2CCc3ccccc3CC2)c(C#N)c(=O)[nH]1, CN(C)C=O, O=S(=O)(OCC(F)(F)F)C(F)(F)F, [K+], [K+]. Reaction SMILES: [C:38](=[O:39])([O-:40])[O-:41].[CH3:1][S:2][CH2:3][CH2:4][c:5]1[nH:6][c:7](=[O:24])[c:8]([C:22]#[N:23])[c:9]([N:11]2[CH2:12][CH2:13][c:14]3[c:15]([cH:18][cH:19][cH:20][cH:21]3)[CH2:16][CH2:17]2)[n:10]1.[CH3:44][N:45]([CH3:46])[CH:47]=[O:48].[F:25][C:26]([F:27])([F:28])[S:29]([O:30][CH2:31][C:32]([F:33])([F:34])[F:35])(=[O:36])=[O:37].[K+:42].[K+:43]>>[CH3:1][S:2][CH2:3][CH2:4][c:5]1[n:6][c:7]([O:24][CH2:31][C:32]([F:33])([F:34])[F:35])[c:8]([C:22]#[N:23])[c:9]([N:11]2[CH2:12][CH2:13][c:14]3[c:15]([cH:18][cH:19][cH:20][cH:21]3)[CH2:16][CH2:17]2)[n:10]1. Starting materials: CCO, Fc1cc(Cl)ccc1CCl, N#C[Na], O. Product: N#CCc1ccc(Cl)cc1F. Reaction SMILES: [CH3:11][CH2:12][OH:13].[Cl:1][c:2]1[cH:3][c:4]([F:10])[c:5]([CH2:6][Cl:7])[cH:8][cH:9]1.[Na:14][C:15]#[N:16].[OH2:17]>>[Cl:1][c:2]1[cH:3][c:4]([F:10])[c:5]([CH2:6][C:15]#[N:16])[cH:8][cH:9]1. The reactants are COC=C(C(=O)OC)c1ccccc1CBr, Oc1cc(Cl)c(OCC2CC2)c(Cl)c1, [H-], [Na+], CN(C)C=O, O. The product is COC=C(C(=O)OC)c1ccccc1COc1cc(Cl)c(OCC2CC2)c(Cl)c1. RXN SMILES: [Br:17][CH2:18][c:19]1[c:20]([C:25]([C:26](=[O:27])[O:28][CH3:29])=[CH:30][O:31][CH3:32])[cH:21][cH:22][cH:23][cH:24]1.[CH:1]1([CH2:4][O:5][c:6]2[c:7]([Cl:14])[cH:8][c:9]([OH:13])[cH:10][c:11]2[Cl:12])[CH2:2][CH2:3]1.[H-:15].[Na+:16].[O:33]=[CH:34][N:35]([CH3:36])[CH3:37].[OH2:38]>>[CH:1]1([CH2:4][O:5][c:6]2[c:7]([Cl:14])[cH:8][c:9]([O:13][CH2:18][c:19]3[c:20]([C:25]([C:26](=[O:27])[O:28][CH3:29])=[CH:30][O:31][CH3:32])[cH:21][cH:22][cH:23][cH:24]3)[cH:10][c:11]2[Cl:12])[CH2:2][CH2:3]1. Starting materials: BrCC1=NC(=CC=C1)OC (2-(bromomethyl)-6-methoxypyridine), BrCC1=NC(=CC=C1)OC (2-(bromomethyl)-6-methoxypyridine), C1(=CC=CC=C1)C(=NCC(=O)OCC)C1=CC=CC=C1 (ethyl N-(diphenylmethylene)glycinate), [OH-].[Na+] (sodium hydroxide). The solvent is C1CCOC1 (THF), O (water). Reaction conditions: time 24 hour. Product: C1(=CC=CC=C1)C(=N[C@@H](CC1=NC(=CC=C1)OC)C(=O)OCC)C1=CC=CC=C1 (ethyl N-(diphenylmethylidene)-3-(6-methoxy-2-pyridinyl)alaninate). Yield: 72.8%. RXN SMILES: Br[CH2:2][C:3]1[CH:8]=[CH:7][CH:6]=[C:5]([O:9][CH3:10])[N:4]=1.[C:11]1([C:17]([C:25]2[CH:30]=[CH:29][CH:28]=[CH:27][CH:26]=2)=[N:18][CH2:19][C:20]([O:22][CH2:23][CH3:24])=[O:21])[CH:16]=[CH:15][CH:14]=[CH:13][CH:12]=1.[OH-].[Na+]>C1COCC1.O>[C:11]1([C:17]([C:25]2[CH:30]=[CH:29][CH:28]=[CH:27][CH:26]=2)=[N:18][C@H:19]([C:20]([O:22][CH2:23][CH3:24])=[O:21])[CH2:2][C:3]2[CH:8]=[CH:7][CH:6]=[C:5]([O:9][CH3:10])[N:4]=2)[CH:12]=[CH:13][CH:14]=[CH:15][CH:16]=1 |f:2.3|. Procedure: To a 100-mL round-bottomed flask was added 2-(bromomethyl)-6-methoxypyridine (1.33 g, 6.58 mmol), 2-(bromomethyl)-6-methoxypyridine (1.33 g, 6.58 mmol), ethyl N-(diphenylmethylene)glycinate (1.76 g, 6.58 mmol, Acros, N.J.) and 5N sodium hydroxide (6.58 mL, 32.9 mmol) in THF (30 mL). The reaction mixture was stirred at room temperature for 24 h. The reaction mixture was diluted with water (30 mL) and extracted with EtOAc (2×50 mL). The organic extract was washed with saturated NaCl (30 mL) and dr... The reactants are COC1=C(C(=NC=C1)CSC=1NC2=C(N1)C=C1C(=C2)OCO1)C (6-[[(4-methoxy-3-methyl-2-pyridyl)methyl]thio]-5H-1,3-dioxolo[4,5-f]-benzimidazole), ClC1=CC(=CC=C1)C(=O)OO (m-chloroperbenzoic acid). Solvent: C(Cl)(Cl)Cl (chloroform). Yields the product COC1=C(C(=NC=C1)CS(=O)C=1NC2=C(N1)C=C1C(=C2)OCO1)C (6-[[(4-methoxy-3-methyl -2-pyridyl)methyl]sulphinyl]-5H-1,3-dioxolo[4,5-f]-benzimidazole). RXN SMILES: [CH3:1][O:2][C:3]1[CH:8]=[CH:7][N:6]=[C:5]([CH2:9][S:10][C:11]2[NH:12][C:13]3[CH:19]=[C:18]4[O:20][CH2:21][O:22][C:17]4=[CH:16][C:14]=3[N:15]=2)[C:4]=1[CH3:23].ClC1C=CC=C(C(OO)=[O:32])C=1>C(Cl)(Cl)Cl>[CH3:1][O:2][C:3]1[CH:8]=[CH:7][N:6]=[C:5]([CH2:9][S:10]([C:11]2[NH:15][C:14]3[CH:16]=[C:17]4[O:22][CH2:21][O:20][C:18]4=[CH:19][C:13]=3[N:12]=2)=[O:32])[C:4]=1[CH3:23]. Procedure details: A solution of 330 mg (1 mmol) of 6-[[(4-methoxy-3-methyl-2-pyridyl)methyl]thio]-5H-1,3-dioxolo[4,5-f]-benzimidazole in 5 ml of chloroform is treated portionwise with 200 mg (1.2 mmol) of m-chloroperbenzoic acid While cooling with ice and stirring. After 15 minutes the reaction mixture is extracted with 10% sodium carbonate solution, dried and concentrated. The residue is chromatographed on silica gel with methylene chloride/methanol (8.5:1.5) as the elution agent, the medium pressure flash chrom...